This data is from the Open Reaction Database (ORD), a public repository of structured organic reaction records. The task is: describe an organic reaction: reactants, conditions, products, and yield The reactants are CCON, CCO, Cl, [Na+], [OH-], O, CCC(=O)C1=C(O)CC(c2cc(C)cs2)CC1=O. Product: CCON=C(CC)C1=C(O)CC(c2cc(C)cs2)CC1=O. RXN SMILES: [CH2:4]([CH3:5])[O:6][NH2:7].[CH3:27][CH2:28][OH:29].[ClH:3].[Na+:2].[OH-:1].[OH2:26].[OH:8][C:9]1=[C:10]([C:22]([CH2:23][CH3:24])=[O:25])[C:11](=[O:21])[CH2:12][CH:13]([c:15]2[s:16][cH:17][c:18]([CH3:20])[cH:19]2)[CH2:14]1>>[CH2:4]([CH3:5])[O:6][N:7]=[C:22]([C:10]1=[C:9]([OH:8])[CH2:14][CH:13]([c:15]2[s:16][cH:17][c:18]([CH3:20])[cH:19]2)[CH2:12][C:11]1=[O:21])[CH2:23][CH3:24].